The task is: describe an organic reaction: reactants, conditions, products, and yield. This data is from the Open Reaction Database (ORD), a public repository of structured organic reaction records. The reactants are C(C)N1N=CC=C1NC=1C(C(=O)O)=CC(=CC1)Br (N-(1-ethylpyrazol-5-yl)-5-bromoanthranilic acid), O=P(Cl)(Cl)Cl (POCl3), [NH4+].[OH-] (NH4OH). Solvent: ice water. Reaction conditions: time 20 minute. The product is C(C)N1N=CC=2C1=NC1=CC=C(C=C1C2Cl)Br (1-ethyl-4-chloro-6-bromo-1H-pyrazolo[3,4-b]quinoline). As a reaction SMILES: [CH2:1]([N:3]1[C:7]([NH:8][C:9]2[C:10](=[CH:14][C:15]([Br:18])=[CH:16][CH:17]=2)[C:11](O)=O)=[CH:6][CH:5]=[N:4]1)[CH3:2].O=P(Cl)(Cl)[Cl:21].[NH4+].[OH-]>>[CH2:1]([N:3]1[C:7]2=[N:8][C:9]3[C:10]([C:11]([Cl:21])=[C:6]2[CH:5]=[N:4]1)=[CH:14][C:15]([Br:18])=[CH:16][CH:17]=3)[CH3:2] |f:2.3|. Reported procedure: A mixture of N-(1-ethylpyrazol-5-yl)-5-bromoanthranilic acid (12.6 g) and POCl3 (30 ml) was refluxed overnight. The reaction mixture was poured into ice-water (500 ml), stirred for 20 minutes, and then NH4OH was added until a pH of 8-10 was obtained. The mixture was stirred for 0.5 hours and then the solid which formed was collected by filtration. The solid was dissolved in CH2Cl2, dried over MgSO4 and purified by column chromatography on silica gel eluting with 30% hexane/ethyl acetate to affor... Starting materials: CCNC, Cl, O=C(O)c1cccc(-c2cccc3cc(C(=O)NC4CN5CCC4CC5)oc23)c1. Yields the product Cl, CCN(C)C(=O)c1cccc(-c2cccc3cc(C(=O)NC4CN5CCC4CC5)oc23)c1. RXN SMILES: [CH3:31][NH:32][CH2:33][CH3:34].[ClH:1].[N:2]12[CH2:3][CH:4]([NH:10][C:11](=[O:12])[c:13]3[o:14][c:15]4[c:16]([cH:17]3)[cH:18][cH:19][cH:20][c:21]4-[c:22]3[cH:23][c:24]([C:25](=[O:26])[OH:27])[cH:28][cH:29][cH:30]3)[CH:5]([CH2:6][CH2:7]1)[CH2:8][CH2:9]2>>[ClH:1].[N:2]12[CH2:3][CH:4]([NH:10][C:11](=[O:12])[c:13]3[o:14][c:15]4[c:16]([cH:17]3)[cH:18][cH:19][cH:20][c:21]4-[c:22]3[cH:23][c:24]([C:25](=[O:26])[N:32]([CH3:31])[CH2:33][CH3:34])[cH:28][cH:29][cH:30]3)[CH:5]([CH2:6][CH2:7]1)[CH2:8][CH2:9]2.